This data is from the Open Reaction Database (ORD), a public repository of structured organic reaction records. The task is: describe an organic reaction: reactants, conditions, products, and yield Reactants: CC1=C(N=C(O1)C1=CC2=CC=CC=C2C=C1)COC1=CC=C(C=CC(=O)OC)C=C1 (methyl 4-[5-methyl-2-(2-naphthyl)-4-oxazolylmethoxy]cinnamate), [H-].C(C(C)C)[Al+]CC(C)C (diisobutylaluminum hydride). The product is CC1=C(N=C(O1)C1=CC2=CC=CC=C2C=C1)COC1=CC=C(C=C1)/C=C/CO ((E)-3-[4-[5-methyl-2-(2-naphthyl)-4-oxazolylmethoxy]phenyl]-2-propen-1-ol). Reaction SMILES: [CH3:1][C:2]1[O:6][C:5]([C:7]2[CH:16]=[CH:15][C:14]3[C:9](=[CH:10][CH:11]=[CH:12][CH:13]=3)[CH:8]=2)=[N:4][C:3]=1[CH2:17][O:18][C:19]1[CH:30]=[CH:29][C:22]([CH:23]=[CH:24][C:25](OC)=[O:26])=[CH:21][CH:20]=1.[H-].C([Al+]CC(C)C)C(C)C>>[CH3:1][C:2]1[O:6][C:5]([C:7]2[CH:16]=[CH:15][C:14]3[C:9](=[CH:10][CH:11]=[CH:12][CH:13]=3)[CH:8]=2)=[N:4][C:3]=1[CH2:17][O:18][C:19]1[CH:20]=[CH:21][C:22](/[CH:23]=[CH:24]/[CH2:25][OH:26])=[CH:29][CH:30]=1 |f:1.2|. Reported procedure: According to the method described for Reference Example 23, methyl 4-[5-methyl-2-(2-naphthyl)-4-oxazolylmethoxy]cinnamate was subjected to reduction with diisobutylaluminum hydride to give (E)-3-[4-[5-methyl-2-(2-naphthyl)-4-oxazolylmethoxy]phenyl]-2-propen-1-ol. Recrystallization from chloroform-ether gave colorless prisms, m.p.159°-160° C.